From a dataset of the Open Reaction Database (ORD), a public repository of structured organic reaction records. describe an organic reaction: reactants, conditions, products, and yield Starting materials: CC(C)C[Al+]CC(C)C, ClCCl, CCOC(=O)C(=C(c1ccc(F)cc1)c1ccc(F)cc1)c1nnn(C(C)(C)C)n1, [H-]. RXN SMILES: [CH2:32]([Al+:33][CH2:34][CH:35]([CH3:36])[CH3:37])[CH:38]([CH3:39])[CH3:40].[CH2:41]([Cl:42])[Cl:43].[F:1][c:2]1[cH:3][cH:4][c:5]([C:8](=[C:9]([C:10](=[O:11])[O:12][CH2:13][CH3:14])[c:15]2[n:16][n:17][n:18]([C:20]([CH3:21])([CH3:22])[CH3:23])[n:19]2)[c:24]2[cH:25][cH:26][c:27]([F:30])[cH:28][cH:29]2)[cH:6][cH:7]1.[H-:31]>>[F:1][c:2]1[cH:3][cH:4][c:5]([C:8](=[C:9]([CH:10]=[O:11])[c:15]2[n:16][n:17][n:18]([C:20]([CH3:21])([CH3:22])[CH3:23])[n:19]2)[c:24]2[cH:25][cH:26][c:27]([F:30])[cH:28][cH:29]2)[cH:6][cH:7]1. Yields the product CC(C)(C)n1nnc(C(C=O)=C(c2ccc(F)cc2)c2ccc(F)cc2)n1. Reactants: CC(=O)c1ccncc1, [BH3-]C#N, CC(=O)O, CO, CO, O=C(Nc1ccc(Cl)cn1)c1ccccc1NCC1CCNCC1, [Na+], C1CCOC1. Product: CC(c1ccncc1)N1CCC(CNc2ccccc2C(=O)Nc2ccc(Cl)cn2)CC1. Reaction SMILES: [C:25]([CH3:26])(=[O:27])[c:28]1[cH:29][cH:30][n:31][cH:32][cH:33]1.[C:34]([BH3-:35])#[N:36].[C:38]([OH:39])(=[O:40])[CH3:41].[CH3:42][OH:43].[CH3:49][OH:50].[Cl:1][c:2]1[cH:3][cH:4][c:5]([NH:8][C:9]([c:10]2[c:11]([NH:16][CH2:17][CH:18]3[CH2:19][CH2:20][NH:21][CH2:22][CH2:23]3)[cH:12][cH:13][cH:14][cH:15]2)=[O:24])[n:6][cH:7]1.[Na+:37].[O:44]1[CH2:45][CH2:46][CH2:47][CH2:48]1>>[Cl:1][c:2]1[cH:3][cH:4][c:5]([NH:8][C:9]([c:10]2[c:11]([NH:16][CH2:17][CH:18]3[CH2:19][CH2:20][N:21]([CH:25]([CH3:26])[c:28]4[cH:29][cH:30][n:31][cH:32][cH:33]4)[CH2:22][CH2:23]3)[cH:12][cH:13][cH:14][cH:15]2)=[O:24])[n:6][cH:7]1. Starting materials: [Ag+], F[B-](F)(F)F, C1CCOC1, CN(C)c1nc(CCl)cs1, O. The product is CN(C)c1nc(CO)cs1. As a reaction SMILES: [Ag+:22].[B-:17]([F:18])([F:19])([F:20])[F:21].[CH2:11]1[CH2:14][CH2:13][CH2:12][O:15]1.[Cl:1][CH2:2][c:3]1[n:4][c:5]([N:8]([CH3:9])[CH3:10])[s:6][cH:7]1.[OH2:16]>>[CH2:2]([c:3]1[n:4][c:5]([N:8]([CH3:9])[CH3:10])[s:6][cH:7]1)[OH:15]. Starting materials: N[C@H](CN1N=C(C=C1)C1=CC(=C(C#N)C(=C1)F)Cl)C ((S)-4-(1-(2-aminopropyl)-1H-pyrazol-3-yl)-2-chloro-6-fluorobenzonitrile), N1=CNC2=C1C=CC(=N2)C(=O)O (3H-imidazo[4,5]pyridine-5-carboxylic acid), CCN(C(C)C)C(C)C (DIPEA), C1=CC=C2C(=C1)N=NN2O.O (HOBt hydrate), CCN=C=NCCCN(C)C (EDCI). Yields the product ClC=1C=C(C=C(C1C#N)F)C1=NN(C=C1)C[C@H](C)NC(=O)C1=CC=C2C(=N1)NC=N2 ((S)—N-(1-(3-(3-chloro-4-cyano-5-fluorophenyl)-1H-pyrazol-1-yl)propan-2-yl)-3H-imidazo[4,5-b]pyridine-5-carboxamide). Yield: 54.9%. As a reaction SMILES: [NH2:1][C@@H:2]([CH3:19])[CH2:3][N:4]1[CH:8]=[CH:7][C:6]([C:9]2[CH:16]=[C:15]([F:17])[C:12]([C:13]#[N:14])=[C:11]([Cl:18])[CH:10]=2)=[N:5]1.[N:20]1[C:24]2[CH:25]=[CH:26][C:27]([C:29](O)=[O:30])=[N:28][C:23]=2[NH:22][CH:21]=1.CCN(C(C)C)C(C)C.C1C=C2N=NN(O)C2=CC=1.O.CCN=C=NCCCN(C)C>>[Cl:18][C:11]1[CH:10]=[C:9]([C:6]2[CH:7]=[CH:8][N:4]([CH2:3][C@@H:2]([NH:1][C:29]([C:27]3[N:28]=[C:23]4[NH:22][CH:21]=[N:20][C:24]4=[CH:25][CH:26]=3)=[O:30])[CH3:19])[N:5]=2)[CH:16]=[C:15]([F:17])[C:12]=1[C:13]#[N:14] |f:3.4|. Procedure details: The title compound was prepared from (S)-4-(1-(2-aminopropyl)-1H-pyrazol-3-yl)-2-chloro-6-fluorobenzonitrile (0.060 g, 0.215 mmol), 3H-imidazo[4,5]pyridine-5-carboxylic acid (0.035 g, 0.215 mmol), DIPEA (0.112 ml, 0.646 mmol), HOBt hydrate (0.050 g, 0.323 mmol) and EDCI (0.062 g, 0.323 mmol) using the method of Example 274 affording 0.050 g of the title compound. 1H-NMR (400 MHz; d6-DMSO): δ 1.22 (d, 3H), 4.46 (m, 3H), 6.99 (d, 1H), 7.81 (d, 1H), 7.89 (m, 3H), 8.09 (d, 1H), 8.63 (s, 1H), 8.80 (d... Yields the product S1C2=C(C=C1)C=CC=C2C2=CC(=NC=C2C)F (4-Benzo[b]thiophen-7-yl-2-fluoro-5-methyl-pyridine). Reported procedure: In a flask, combine 2-fluoro-4-iodo-5-methyl-pyridine (355 mg, 1.5 mmol), 2-benzo[b]thiophen-7-yl-4,4,5,5-tetramethyl-[1,3,2]dioxaborolane (282 mg, 1.8 mmol), [1,1′-bis(diphenylphosphino)ferrocene]dichloropalladium(II), complex with dichloromethane (1:1) (61 mg, 0.07 mmol), 2-(di-tert-butylphosphino)biphenyl (13 mg, 0.04 mmol), sodium carbonate (2 M, 1.5 mL, 3 mmol) and THF (10 mL). Heat the mixture at 100° C. for 3 hours in an oil bath. Dilute the mixture with chloroform/isopropanol (3/1). Wash... Isolated yield 82.2%. The reagents and catalysts are C(C)(C)(C)P(C1=C(C=CC=C1)C1=CC=CC=C1)C(C)(C)C (2-(di-tert-butylphosphino)biphenyl), C1=CC=C(C=C1)P([C-]2C=CC=C2)C3=CC=CC=C3.C1=CC=C(C=C1)P([C-]2C=CC=C2)C3=CC=CC=C3.Cl[Pd]Cl.[Fe+2] ([1,1′-bis(diphenylphosphino)ferrocene]dichloropalladium(II)). Conditions: temperature 100 celsius. The reactants are FC1=NC=C(C(=C1)I)C (2-fluoro-4-iodo-5-methyl-pyridine), C([O-])([O-])=O.[Na+].[Na+] (sodium carbonate), S1C2=C(C=C1)C=CC=C2B2OC(C(O2)(C)C)(C)C (2-benzo[b]thiophen-7-yl-4,4,5,5-tetramethyl-[1,3,2]dioxaborolane), ClCCl (dichloromethane). As a reaction SMILES: [F:1][C:2]1[CH:7]=[C:6](I)[C:5]([CH3:9])=[CH:4][N:3]=1.[S:10]1[CH:14]=[CH:13][C:12]2[CH:15]=[CH:16][CH:17]=[C:18](B3OC(C)(C)C(C)(C)O3)[C:11]1=2.ClCCl.C(=O)([O-])[O-].[Na+].[Na+]>C(Cl)(Cl)Cl.C(O)(C)C.C1C=CC(P(C2C=CC=CC=2)[C-]2C=CC=C2)=CC=1.C1C=CC(P(C2C=CC=CC=2)[C-]2C=CC=C2)=CC=1.Cl[Pd]Cl.[Fe+2].C(P(C(C)(C)C)C1C=CC=CC=1C1C=CC=CC=1)(C)(C)C.C1COCC1>[S:10]1[CH:14]=[CH:13][C:12]2[CH:15]=[CH:16][CH:17]=[C:18]([C:6]3[C:5]([CH3:9])=[CH:4][N:3]=[C:2]([F:1])[CH:7]=3)[C:11]1=2 |f:3.4.5,6.7,8.9.10.11|. The solvent is C(Cl)(Cl)Cl.C(C)(C)O (chloroform isopropanol), C1CCOC1 (THF). Starting materials: O (water), [H-].[Na+] (NaH), ClC=1C=C(CBr)C=CC1 (3-chlorobenzylbromide), ClC=1C=C(C=CC1)NS(=O)(=O)\C=C\C1=CC(=CC=C1)Cl ((E)-N,2-bis(3-chlorophenyl)ethenesulfonamide). The solvent is C1CCOC1 (THF), C1CCOC1 (THF), C1CCOC1 (THF). Reaction conditions: time 1 hour. Yields the product ClC=1C=C(CN(S(=O)(=O)\C=C\C2=CC(=CC=C2)Cl)C2=CC(=CC=C2)Cl)C=CC1 ((E)-N-(3-chlorobenzyl)-N,2-bis(3-chlorophenyl)ethenesulfonamide). Yield: 35.0%. As a reaction SMILES: [H-].[Na+].[Cl:3][C:4]1[CH:5]=[C:6]([NH:10][S:11](/[CH:14]=[CH:15]/[C:16]2[CH:21]=[CH:20][CH:19]=[C:18]([Cl:22])[CH:17]=2)(=[O:13])=[O:12])[CH:7]=[CH:8][CH:9]=1.[Cl:23][C:24]1[CH:25]=[C:26]([CH:29]=[CH:30][CH:31]=1)[CH2:27]Br.O>C1COCC1>[Cl:23][C:24]1[CH:25]=[C:26]([CH:29]=[CH:30][CH:31]=1)[CH2:27][N:10]([C:6]1[CH:7]=[CH:8][CH:9]=[C:4]([Cl:3])[CH:5]=1)[S:11](/[CH:14]=[CH:15]/[C:16]1[CH:21]=[CH:20][CH:19]=[C:18]([Cl:22])[CH:17]=1)(=[O:13])=[O:12] |f:0.1|. Reported procedure: To a well-stirred suspension of NaH (23.2 mg, 0.92 mmol, 5.6 eq.) in 4 mL of THF, a THF solution (1.5 mL) of compound 2 (53.9 mg, 0.16 mmol, 1 eq.) was added and the mixture was stirred for 1 hour at room temperature. Afterwards, the reaction mixture was cooled at 0° C. and a THF solution (1.5 mL) of 3-chlorobenzylbromide (52.2 mg, 0.25 mmol, 1.5 eq.) was added. After the reaction mixture was stirred at room temperature for 22 h, water was added and the product was extracted three times from the...